From a dataset of the Open Reaction Database (ORD), a public repository of structured organic reaction records. describe an organic reaction: reactants, conditions, products, and yield Reactants: CSC=1C2=C(N=CN1)C=NC=C2 (4-methylthiopyrido[3,4-d]pyrimidine), C(C1=CC=CC=C1)N (benzylamine). Conditions: temperature 10 celsius. Product: C(C1=CC=CC=C1)NC=1C2=C(N=CN1)C=NC=C2 (4-(benzylamino)pyrido[3,4-d]pyrimidine). Isolated yield 20.0%. RXN SMILES: CS[C:3]1[C:4]2[CH:12]=[CH:11][N:10]=[CH:9][C:5]=2[N:6]=[CH:7][N:8]=1.[CH2:13]([NH2:20])[C:14]1[CH:19]=[CH:18][CH:17]=[CH:16][CH:15]=1>>[CH2:13]([NH:20][C:3]1[C:4]2[CH:12]=[CH:11][N:10]=[CH:9][C:5]=2[N:6]=[CH:7][N:8]=1)[C:14]1[CH:19]=[CH:18][CH:17]=[CH:16][CH:15]=1. Procedure: A mixture of 4-methylthiopyrido[3,4-d]pyrimidine (74 mg, 0.41 mmol) (see a previous experimental), and benzylamine (1 mL) is heated to 10° C. for 2 h. On cooling the mixture is concentrated under reduced pressure and purified directly by preparative tlc on silica gel eluting with CH2Cl2, to yield 4-(benzylamino)pyrido[3,4-d]pyrimidine (21.2 mg, 20%). 1H NMR (DMSO) δ 9.21 (1H, t, J=5.8 Hz), 9.19 (1H, s), 8.63 (1H, d, J=5.8 Hz), 8.58 (1H, s), 8.20 (1H, d, J=5.1 Hz), 7.41-7.30 (4H, m), 7.26 (1H, t,... The reactants are BrC1=CC=C(C=C1)[C@H](C)N(C(OC(C)(C)C)=O)CCC(C1=CC=CC=C1)=O ((S)-tert-butyl 1-(4-bromophenyl)ethyl(3-oxo-3-phenylpropyl)carbamate), CC(C)(C)[S@@](=O)N ((R)-2-methylpropane-2-sulfinamide), Ti(i-OPr)4. The solvent is C1CCOC1 (THF), [Cl-].[Na+].O (brine). Product: BrC1=CC=C(C=C1)[C@H](C)N(C(OC(C)(C)C)=O)CC/C(/C1=CC=CC=C1)=N/SC(C)(C)C ((S,Z)-tert-butyl 1-(4-bromophenyl)ethyl(3-(tert-butylthioimino)-3-phenylpropyl)carbamate). Yield: 55.8%. As a reaction SMILES: [Br:1][C:2]1[CH:7]=[CH:6][C:5]([C@@H:8]([N:10]([CH2:18][CH2:19][C:20](=O)[C:21]2[CH:26]=[CH:25][CH:24]=[CH:23][CH:22]=2)[C:11](=[O:17])[O:12][C:13]([CH3:16])([CH3:15])[CH3:14])[CH3:9])=[CH:4][CH:3]=1.[CH3:28][C:29]([S@:32]([NH2:34])=O)([CH3:31])[CH3:30]>C1COCC1.[Cl-].[Na+].O>[Br:1][C:2]1[CH:7]=[CH:6][C:5]([C@@H:8]([N:10]([CH2:18][CH2:19]/[C:20](=[N:34]/[S:32][C:29]([CH3:31])([CH3:30])[CH3:28])/[C:21]2[CH:26]=[CH:25][CH:24]=[CH:23][CH:22]=2)[C:11](=[O:17])[O:12][C:13]([CH3:16])([CH3:15])[CH3:14])[CH3:9])=[CH:4][CH:3]=1 |f:3.4.5|. Procedure details: A mixture of (S)-tert-butyl 1-(4-bromophenyl)ethyl(3-oxo-3-phenylpropyl)carbamate (30 g, 0.069 mol), (R)-2-methylpropane-2-sulfinamide (8.42 g, 0.069 mol), and Ti(i-OPr)4 (31.4 g, 0.138 mol) in THF (300 mL) was heated to reflux overnight. The mixture was treated with brine, and the precipitate was filtered. The filtrate was concentrated to give (S,Z)-tert-butyl 1-(4-bromophenyl)ethyl(3-(tert-butylthioimino)-3-phenylpropyl)carbamate (20 g, 55%) which was used in the next step without further puri... Yields the product CC1N(CCC(=O)O)c2ccc3ccccc3c2C1(C)C. As a reaction SMILES: [Br:17][CH2:18][CH2:19][C:20](=[O:21])[OH:22].[CH3:1][C:2]1([CH3:16])[C:3]([CH3:15])=[N:4][c:5]2[cH:6][cH:7][c:8]3[c:9]([c:10]21)[cH:11][cH:12][cH:13][cH:14]3.[Cl:23][c:24]1[c:25]([Cl:26])[cH:27][cH:28][cH:29][cH:30]1>>[CH3:1][C:2]1([CH3:16])[CH:3]([CH3:15])[N:4]([CH2:18][CH2:19][C:20](=[O:21])[OH:22])[c:5]2[cH:6][cH:7][c:8]3[c:9]([c:10]21)[cH:11][cH:12][cH:13][cH:14]3. Starting materials: O=C(O)CCBr, CC1=Nc2ccc3ccccc3c2C1(C)C, Clc1ccccc1Cl.